From a dataset of the Open Reaction Database (ORD), a public repository of structured organic reaction records. describe an organic reaction: reactants, conditions, products, and yield The reactants are BrC=1C=CC(=C(CO)C1)O (5-bromo-2hydroxybenzyl alcohol), [N+](=O)([O-])C1=CC=C(C=O)C=C1 (4-nitrobenzaldehyde), C(C1=CC=CC=C1)(=O)O (benzoic acid). Run in C(C)(=O)OCC (ethyl acetate). Run at temperature 5 celsius. Yields the product BrC1=CC2=C(OC(OC2)C2=CC=C(C=C2)[N+](=O)[O-])C=C1 (6-bromo-2-(4-nitrophenyl)-1,3-benzodioxan). The yield is 69.8%. Reaction SMILES: [Br:1][C:2]1[CH:3]=[CH:4][C:5]([OH:10])=[C:6]([CH:9]=1)[CH2:7][OH:8].[N+:11]([C:14]1[CH:21]=[CH:20][C:17]([CH:18]=O)=[CH:16][CH:15]=1)([O-:13])=[O:12].C(O)(=O)C1C=CC=CC=1>C(OCC)(=O)C>[Br:1][C:2]1[CH:3]=[CH:4][C:5]2[O:10][CH:18]([C:17]3[CH:20]=[CH:21][C:14]([N+:11]([O-:13])=[O:12])=[CH:15][CH:16]=3)[O:8][CH2:7][C:6]=2[CH:9]=1. Procedure: An intimately ground mixture of 5-bromo-2hydroxybenzyl alcohol (4.06 g), 4-nitrobenzaldehyde (3.93 g) and benzoic acid (0.2 g) was stirred and heated to 85° C. (±5° C.) under nitrogen for 88 hours. The clear melt which formed initially gradually solidified throughout the reaction period. The resulting solidified mass was cooled and dissolved in ethyl acetate (250 ml). The solution was then washed with 20% aqueous sodium carbonate, 20% aqueous sodium bisulphite and finally with brine. After dryin... The reactants are NS(=O)(=O)C=1N(C=CC1C(=O)OC)C (Methyl 2-(aminosulfonyl)-1-methyl-1H-pyrrole-3-carboxylate), Cl (HCl), COC1=NC(=NC(=N1)C)NC(OC1=CC=CC=C1)=O (phenyl (4-methoxy-6-methyl-1,3,5-triazin-2-yl)carbamate), C1CCC2=NCCCN2CC1 (DBU). The solvent is C(C)#N (acetonitrile), O (water). Conditions: time 30 minute. Product: COC1=NC(=NC(=N1)C)NC(=O)NS(=O)(=O)C=1N(C=CC1C(=O)OC)C (Methyl 2-[[[[(4-Methoxy-6-methyl-1,3,5-triazin -2-yl)amino]carbonyl]amino]sulfonyl]-1-methyl-1H-pyrrole-3-carboxylate). The yield is 73.5%. Reaction SMILES: [NH2:1][S:2]([C:5]1[N:6]([CH3:14])[CH:7]=[CH:8][C:9]=1[C:10]([O:12][CH3:13])=[O:11])(=[O:4])=[O:3].[CH3:15][O:16][C:17]1[N:22]=[C:21]([CH3:23])[N:20]=[C:19]([NH:24][C:25](=O)[O:26]C2C=CC=CC=2)[N:18]=1.C1CCN2C(=NCCC2)CC1.Cl>C(#N)C.O>[CH3:15][O:16][C:17]1[N:22]=[C:21]([CH3:23])[N:20]=[C:19]([NH:24][C:25]([NH:1][S:2]([C:5]2[N:6]([CH3:14])[CH:7]=[CH:8][C:9]=2[C:10]([O:12][CH3:13])=[O:11])(=[O:4])=[O:3])=[O:26])[N:18]=1. Procedure details: Methyl 2-(aminosulfonyl)-1-methyl-1H-pyrrole-3-carboxylate (0.10 g, 0.46 mmol) and 0.13 g (0.50 mmol) of phenyl (4-methoxy-6-methyl-1,3,5-triazin-2-yl)carbamate were combined in 2 mL of acetonitrile and 0.075 mL of DBU was added and the resulting amber solution was stirred at ambient temperature for 30 min. The reaction mixture was diluted with 15 mL of water and acidified with 0.5 mL 1N HCl and the resulting precipitate was collected by filtration and rinsed successively with water and ether, t... Reactants: CC(C)=O, CC(C)NCC(O)COc1ccc(N)cc1, O=C(Cl)c1cc2ccccc2[nH]1. The product is CC(C)NCC(O)COc1ccc(NC(=O)c2cc3ccccc3[nH]2)cc1. RXN SMILES: [CH3:29][C:30](=[O:31])[CH3:32].[NH2:13][c:14]1[cH:15][cH:16][c:17]([O:18][CH2:19][CH:20]([CH2:21][NH:22][CH:23]([CH3:24])[CH3:25])[OH:26])[cH:27][cH:28]1.[nH:1]1[c:2]([C:10](=[O:11])[Cl:12])[cH:3][c:4]2[cH:5][cH:6][cH:7][cH:8][c:9]12>>[nH:1]1[c:2]([C:10](=[O:11])[NH:13][c:14]2[cH:15][cH:16][c:17]([O:18][CH2:19][CH:20]([CH2:21][NH:22][CH:23]([CH3:24])[CH3:25])[OH:26])[cH:27][cH:28]2)[cH:3][c:4]2[cH:5][cH:6][cH:7][cH:8][c:9]12. The reactants are O=C([O-])[O-], CN(C)C=O, [Cl-], CC#CCOc1cc(Cl)ncn1, [K+], [K+], [NH4+], Oc1ccccc1. The product is CC#CCOc1cc(Oc2ccccc2)ncn1. RXN SMILES: [C:13](=[O:14])([O-:15])[O-:16].[CH3:28][N:29]([CH3:30])[CH:31]=[O:32].[Cl-:26].[Cl:1][c:2]1[n:3][cH:4][n:5][c:6]([O:8][CH2:9][C:10]#[C:11][CH3:12])[cH:7]1.[K+:17].[K+:18].[NH4+:27].[OH:19][c:20]1[cH:21][cH:22][cH:23][cH:24][cH:25]1>>[c:2]1([O:19][c:20]2[cH:21][cH:22][cH:23][cH:24][cH:25]2)[n:3][cH:4][n:5][c:6]([O:8][CH2:9][C:10]#[C:11][CH3:12])[cH:7]1. Reactants: COC(=O)C(C)Br, O=C([O-])[O-], CN(C)C=O, [K+], [K+], O, O=Cc1cccc(O)c1. The product is COC(=O)C(C)Oc1cccc(C=O)c1. RXN SMILES: [Br:21][CH:22]([C:23](=[O:24])[O:25][CH3:26])[CH3:27].[C:15](=[O:16])([O-:17])[O-:18].[CH3:1][N:2]([CH3:3])[CH:4]=[O:5].[K+:19].[K+:20].[OH2:28].[OH:6][c:7]1[cH:8][c:9]([CH:10]=[O:11])[cH:12][cH:13][cH:14]1>>[O:6]([c:7]1[cH:8][c:9]([CH:10]=[O:11])[cH:12][cH:13][cH:14]1)[CH:22]([C:23](=[O:24])[O:25][CH3:26])[CH3:27]. The reactants are O=C1CCC(=O)N1Br, ClCCl, COC1(c2ccc(C(F)(F)F)cc2CO)CCCCC1, c1ccc(P(c2ccccc2)c2ccccc2)cc1. Product: COC1(c2ccc(C(F)(F)F)cc2CBr)CCCCC1. RXN SMILES: [Br:21][N:22]1[C:23](=[O:24])[CH2:25][CH2:26][C:27]1=[O:28].[CH2:48]([Cl:49])[Cl:50].[CH3:1][O:2][C:3]1([c:9]2[c:10]([CH2:19][OH:20])[cH:11][c:12]([C:15]([F:16])([F:17])[F:18])[cH:13][cH:14]2)[CH2:4][CH2:5][CH2:6][CH2:7][CH2:8]1.[c:29]1([P:30]([c:31]2[cH:32][cH:33][cH:34][cH:35][cH:36]2)[c:37]2[cH:38][cH:39][cH:40][cH:41][cH:42]2)[cH:43][cH:44][cH:45][cH:46][cH:47]1>>[CH3:1][O:2][C:3]1([c:9]2[c:10]([CH2:19][Br:21])[cH:11][c:12]([C:15]([F:16])([F:17])[F:18])[cH:13][cH:14]2)[CH2:4][CH2:5][CH2:6][CH2:7][CH2:8]1. Starting materials: C1(=CC(=CC=C1)C(=O)O)C1=CC=CC=C1 (Biphenyl-3-carboxylic acid), [H-].[H-].[H-].[H-].[Li+].[Al+3] (LiAlH4), [OH-].[Na+] (NaOH), O (H2O). The solvent is C1CCOC1 (THF). Reaction conditions: time 2.5 hour. Yields the product C1(=CC(=CC=C1)CO)C1=CC=CC=C1 (Biphenyl-3-ylmethanol). Isolated yield 95.0%. RXN SMILES: [C:1]1([C:10]2[CH:15]=[CH:14][CH:13]=[CH:12][CH:11]=2)[CH:6]=[CH:5][CH:4]=[C:3]([C:7](O)=[O:8])[CH:2]=1.[H-].[H-].[H-].[H-].[Li+].[Al+3].O.[OH-].[Na+]>C1COCC1>[C:1]1([C:10]2[CH:15]=[CH:14][CH:13]=[CH:12][CH:11]=2)[CH:6]=[CH:5][CH:4]=[C:3]([CH2:7][OH:8])[CH:2]=1 |f:1.2.3.4.5.6,8.9|. Reported procedure: Biphenyl-3-carboxylic acid (217.0 mg, 1.09 mmol) in THF was added to LiAlH4 (1.0 M in THF) (1.64 ml) at 0° C. under N2 during 15 min. The mixture was then stirred at r.t. for 2.5 h. H2O was carefully added to the mixture at 0° C. NaOH (1.0 M) was added. The product was extracted with EtOAc. The combined organic extracts were dried (MgSO4), filtered and concentrated yielding the title compound as a yellow oil (95%). Isolated yield 93.0%. RXN SMILES: O[Li].O.[CH:4]1[C:9]([C:10]2[CH:11]=[CH:12][C:13]([F:17])=[CH:14][C:15]=2[F:16])=[CH:8][C:7]([C:18]([OH:20])=[O:19])=[C:6]([OH:21])[CH:5]=1.[CH2:22]1COCC1.Cl>CO.O>[F:16][C:15]1[CH:14]=[C:13]([F:17])[CH:12]=[CH:11][C:10]=1[C:9]1[CH:4]=[CH:5][C:6]([O:21][CH3:22])=[C:7]([C:18]([OH:20])=[O:19])[CH:8]=1 |f:0.1|. Yields the product FC1=C(C=CC(=C1)F)C1=CC(=C(C=C1)OC)C(=O)O (2′,4′-Difluoro-4-methoxybiphenyl-3-carboxylic acid). Procedure details: LiOH.H2O (60 mg, 1.43 mmol) was added to a solution of fully methylated diflunisal (140 mg, 0.50 mmol) in MeOH:THF:H2O (4.5 mL 1:1:1), and stirred at rt for 4 h. Upon completion, the reaction was acidified with 30% HCl, extracted with ethyl acetate (3×5 mL), dried over MgSO4 and concentrated in vacuo. The residue was purified by flash chromatography (2:1 ethyl acetate:hexane, 1% acetic acid) to afford 33 (122 mg, 93%) as a white solid. 1H NMR (CDCl3, 400 MHz) δ 10.77 (br s, 1H), 8.31 (dd, 1H, J=... Starting materials: C1CCOC1 (THF), Cl (HCl), O[Li].O (LiOH.H2O), C1=CC(=C(C=C1C=2C=CC(=CC2F)F)C(=O)O)O (diflunisal). Solvent: O (H2O), CO (MeOH). The reactants are COC(=O)c1ccc(NC(=O)c2ccc(C(C)(C)C)cc2)c(C(=O)Nc2ccc(Cl)cn2)c1, CO, [Na+], [OH-]. Yields the product CC(C)(C)c1ccc(C(=O)Nc2ccc(C(=O)O)cc2C(=O)Nc2ccc(Cl)cn2)cc1. As a reaction SMILES: [C:1]([CH3:2])([CH3:3])([CH3:4])[c:5]1[cH:6][cH:7][c:8]([C:9](=[O:10])[NH:11][c:12]2[c:13]([C:14](=[O:15])[NH:16][c:17]3[n:18][cH:19][c:20]([Cl:23])[cH:21][cH:22]3)[cH:24][c:25]([C:28](=[O:29])[O:30][CH3:31])[cH:26][cH:27]2)[cH:32][cH:33]1.[CH3:36][OH:37].[Na+:35].[OH-:34]>>[C:1]([CH3:2])([CH3:3])([CH3:4])[c:5]1[cH:6][cH:7][c:8]([C:9](=[O:10])[NH:11][c:12]2[c:13]([C:14](=[O:15])[NH:16][c:17]3[n:18][cH:19][c:20]([Cl:23])[cH:21][cH:22]3)[cH:24][c:25]([C:28](=[O:29])[OH:30])[cH:26][cH:27]2)[cH:32][cH:33]1.